This data is from the Open Reaction Database (ORD), a public repository of structured organic reaction records. The task is: describe an organic reaction: reactants, conditions, products, and yield The reactants are [Br-].CC1(C=2C=CC(=CC2C(CC1)(C)C)C(C)[P+](C1=CC=CC=C1)(C1=CC=CC=C1)C1=CC=CC=C1)C ([1-(5,6,7,8-tetrahydro-5,5,8,8-tetramethyl-2-naphthyl)ethyl]-triphenylphosphonium bromide), CC=1C=C(C=O)C=CC1C(=O)OCC (3-methyl-4-ethoxycarbonyl-benzaldehyde). Yields the product C(C)OC(C1=C(C=C(C=C1)\C=C(/C)\C1=CC=2C(CCC(C2C=C1)(C)C)(C)C)C)=O (p-[(E)-2-(5,6,7,8-tetrahydro-5,5,8,8-tetramethyl-2-naphthyl)propenyl]-2-methyl-benzoic acid ethyl ester). RXN SMILES: [Br-].[CH3:2][C:3]1([CH3:36])[CH2:12][CH2:11][C:10]([CH3:14])([CH3:13])[C:9]2[CH:8]=[C:7]([CH:15]([P+](C3C=CC=CC=3)(C3C=CC=CC=3)C3C=CC=CC=3)[CH3:16])[CH:6]=[CH:5][C:4]1=2.[CH3:37][C:38]1[CH:39]=[C:40]([CH:43]=[CH:44][C:45]=1[C:46]([O:48][CH2:49][CH3:50])=[O:47])[CH:41]=O>>[CH2:49]([O:48][C:46](=[O:47])[C:45]1[CH:44]=[CH:43][C:40](/[CH:41]=[C:15](/[C:7]2[CH:6]=[CH:5][C:4]3[C:3]([CH3:36])([CH3:2])[CH2:12][CH2:11][C:10]([CH3:13])([CH3:14])[C:9]=3[CH:8]=2)\[CH3:16])=[CH:39][C:38]=1[CH3:37])[CH3:50] |f:0.1|. Procedure details: In a manner analogous to that described in Example 1, from [1-(5,6,7,8-tetrahydro-5,5,8,8-tetramethyl-2-naphthyl)ethyl]-triphenylphosphonium bromide and 3-methyl-4-ethoxycarbonyl-benzaldehyde there can be obtained p-[(E)-2-(5,6,7,8-tetrahydro-5,5,8,8-tetramethyl-2-naphthyl)propenyl]-2-methyl-benzoic acid ethyl ester as a colourless oil which is uniform according to thin-layer chromatography, (Rf=0.6; hexane/15% ether). Reactants: N(=O)[O-].[Na+] (Sodium nitrite), NC=1C=NC2=CC(=C(C=C2C1C)OC)OC (3-amino-6,7-dimethoxy-4-methylquinoline). The solvent is O (water), C(C)(=O)O (acetic acid). Conditions: time 3 hour. Yields the product COC=1C(=CC=2C3=C(C=NC2C1)NN=C3)OC (7,8-dimethoxy-3H-pyrazolo[3,4-c]-quinoline). Isolated yield 68.4%. As a reaction SMILES: [N:1]([O-])=O.[Na+].[NH2:5][C:6]1[CH:7]=[N:8][C:9]2[C:14]([C:15]=1[CH3:16])=[CH:13][C:12]([O:17][CH3:18])=[C:11]([O:19][CH3:20])[CH:10]=2>O.C(O)(=O)C>[CH3:20][O:19][C:11]1[C:12]([O:17][CH3:18])=[CH:13][C:14]2[C:15]3[CH:16]=[N:1][NH:5][C:6]=3[CH:7]=[N:8][C:9]=2[CH:10]=1 |f:0.1|. Reported procedure: Sodium nitrite (1.28 g, 18.60 mmol), dissolved in water (2.5 ml), is added to a solution of 3-amino-6,7-dimethoxy-4-methylquinoline (2.70 g, 12.39 mmol) in glacial acetic acid (90 ml). The reaction mixture is stirred at room temperature for 3 h. When the reaction is complete, the mixture is evaporated in vacuo. The residue is taken up in water, filtered and rinsed with water. The filtrate is evaporated to dryness in vacuo. The residue obtained is filtered off with suction a number of times throu... Starting materials: O=C([O-])[O-], CCCCBr, [Cu], [K+], [K+], CN(C)C=O, CCOC(=O)CCc1ccc(O)c(-c2cc(CCC(=O)OCC)ccc2O)c1. Yields the product CCCCOc1ccc(CCC(=O)OCC)cc1-c1cc(CCC(=O)OCC)ccc1O. RXN SMILES: [C:34](=[O:35])([O-:36])[O-:37].[CH2:29]([CH2:30][CH2:31][CH3:32])[Br:33].[Cu:40].[K+:38].[K+:39].[O:41]=[CH:42][N:43]([CH3:44])[CH3:45].[OH:1][c:2]1[c:3](-[c:15]2[c:16]([OH:28])[cH:17][cH:18][c:19]([CH2:21][CH2:22][C:23](=[O:24])[O:25][CH2:26][CH3:27])[cH:20]2)[cH:4][c:5]([CH2:8][CH2:9][C:10](=[O:11])[O:12][CH2:13][CH3:14])[cH:6][cH:7]1>>[O:1]([c:2]1[c:3](-[c:15]2[c:16]([OH:28])[cH:17][cH:18][c:19]([CH2:21][CH2:22][C:23](=[O:24])[O:25][CH2:26][CH3:27])[cH:20]2)[cH:4][c:5]([CH2:8][CH2:9][C:10](=[O:11])[O:12][CH2:13][CH3:14])[cH:6][cH:7]1)[CH2:29][CH2:30][CH2:31][CH3:32]. The reactants are COCN(c1cc(Cl)cnc1C(=O)N(C)c1ccc(F)cc1)S(=O)(=O)c1ccc(Cl)c(C(F)(F)F)c1, Cl, C1COCCO1, O. Yields the product CN(C(=O)c1ncc(Cl)cc1NS(=O)(=O)c1ccc(Cl)c(C(F)(F)F)c1)c1ccc(F)cc1. Reaction SMILES: [CH3:1][N:2]([C:3](=[O:4])[c:5]1[n:6][cH:7][c:8]([Cl:29])[cH:9][c:10]1[N:11]([CH2:12][O:13][CH3:14])[S:15](=[O:16])(=[O:17])[c:18]1[cH:19][c:20]([C:25]([F:26])([F:27])[F:28])[c:21]([Cl:24])[cH:22][cH:23]1)[c:30]1[cH:31][cH:32][c:33]([F:36])[cH:34][cH:35]1.[ClH:37].[O:39]1[CH2:40][CH2:41][O:42][CH2:43][CH2:44]1.[OH2:38]>>[CH3:1][N:2]([C:3](=[O:4])[c:5]1[n:6][cH:7][c:8]([Cl:29])[cH:9][c:10]1[NH:11][S:15](=[O:16])(=[O:17])[c:18]1[cH:19][c:20]([C:25]([F:26])([F:27])[F:28])[c:21]([Cl:24])[cH:22][cH:23]1)[c:30]1[cH:31][cH:32][c:33]([F:36])[cH:34][cH:35]1. Reactants: Cl (HCl), C(CC(=O)O)(=O)OCC (Ethyl hydrogen malonate), O1C(=CC=C1)C=O (2-furanal), C(C)(=O)[O-].[NH4+] (ammonium acetate). Solvent: CCOCC (ether), C(C)O (ethanol). The product is C(CC)(=O)OC1(C(OC=C1)CC)N (ethyl-3-amino-3-furanyl propanoate). The yield is 31.1%. Reaction SMILES: [C:1](OCC)(=O)[CH2:2][C:3]([OH:5])=[O:4].[O:10]1[CH:14]=[CH:13][CH:12]=[C:11]1[CH:15]=O.[C:17]([O-])(=O)C.[NH4+:21].Cl>C(O)C.CCOCC>[C:3]([O:5][C:12]1([NH2:21])[CH:13]=[CH:14][O:10][CH:11]1[CH2:15][CH3:17])(=[O:4])[CH2:2][CH3:1] |f:2.3|. Procedure details: Ethyl hydrogen malonate (13.7 g, 104 mmol) was added to 2-furanal (10 g, 104 mmol) and ammonium acetate (20 g, 260 mmmol) in dry ethanol. The solution was heated to reflux for 6 h. The solvent was removed in vacuo to leave an oil. To this oil, 10% HCl (250 mL) was added along with ether (100 mL). The layers were separated, extracted twice with methylene chloride, dried over Na2SO4, and the solvent removed in vacuo to give 6 g of the title compound. Reactants: BrC=1C=C(C=CC1)N1N=C(C(=C1C)C(=O)N1CC(CC1)N(CC)CC)C ([1-(3-bromo-phenyl)-3,5-dimethyl-1H-pyrazol-4-yl]-(3-diethylamino-pyrrolidin-1-yl)-methanone), C1(CCCCC1)/C=C/B(O)O (trans-2-cyclohexylvinylboronic acid). Yields the product C1(CCCCC1)/C=C/C=1C=C(C=CC1)N1N=C(C(=C1C)C(=O)N1CC(CC1)N(CC)CC)C ({1-[3-((E)-2-Cyclohexyl-vinyl)-phenyl]-3,5-dimethyl-1H-pyrazol-4-yl}-(3-diethylamino-pyrrolidin-1-yl)-methanone). The yield is 40.0%. Reaction SMILES: Br[C:2]1[CH:3]=[C:4]([N:8]2[C:12]([CH3:13])=[C:11]([C:14]([N:16]3[CH2:20][CH2:19][CH:18]([N:21]([CH2:24][CH3:25])[CH2:22][CH3:23])[CH2:17]3)=[O:15])[C:10]([CH3:26])=[N:9]2)[CH:5]=[CH:6][CH:7]=1.[CH:27]1(/[CH:33]=[CH:34]/B(O)O)[CH2:32][CH2:31][CH2:30][CH2:29][CH2:28]1>>[CH:27]1(/[CH:33]=[CH:34]/[C:2]2[CH:3]=[C:4]([N:8]3[C:12]([CH3:13])=[C:11]([C:14]([N:16]4[CH2:20][CH2:19][CH:18]([N:21]([CH2:24][CH3:25])[CH2:22][CH3:23])[CH2:17]4)=[O:15])[C:10]([CH3:26])=[N:9]3)[CH:5]=[CH:6][CH:7]=2)[CH2:32][CH2:31][CH2:30][CH2:29][CH2:28]1. Reported procedure: In analogy to the procedure described in Example 14C], [1-(3-bromo-phenyl)-3,5-dimethyl-1H-pyrazol-4-yl]-(3-diethylamino-pyrrolidin-1-yl)-methanone (Example 30A]) and trans-2-cyclohexylvinylboronic acid gave the title compound in 40% yield as brown gum. MS: 449.3 (MH+).